Dataset: the Open Reaction Database (ORD), a public repository of structured organic reaction records. Task: describe an organic reaction: reactants, conditions, products, and yield The reactants are C([O-])([O-])=O.[K+].[K+] (potassium carbonate), ClC(=O)OC1=CC=CC=C1 (phenyl chloroformate), FC(C)(F)C1=NOC(=C1)N (3-(1,1-Difluoro-ethyl)-isoxazol-5-ylamine). The solvent is C1CCOC1 (THF). Reaction conditions: time 8 hour. Product: FC(C)(F)C1=NOC(=C1)NC(OC1=CC=CC=C1)=O (phenyl 3-(1,1-difluoroethyl)isoxazol-5-ylcarbamate). Isolated yield 77.3%. As a reaction SMILES: [F:1][C:2]([C:5]1[CH:9]=[C:8]([NH2:10])[O:7][N:6]=1)([F:4])[CH3:3].C(=O)([O-])[O-].[K+].[K+].Cl[C:18]([O:20][C:21]1[CH:26]=[CH:25][CH:24]=[CH:23][CH:22]=1)=[O:19]>C1COCC1>[F:1][C:2]([C:5]1[CH:9]=[C:8]([NH:10][C:18](=[O:19])[O:20][C:21]2[CH:26]=[CH:25][CH:24]=[CH:23][CH:22]=2)[O:7][N:6]=1)([F:4])[CH3:3] |f:1.2.3|. Procedure: 3-(1,1-Difluoro-ethyl)-isoxazol-5-ylamine (100 mg, 0.68 mmoles) from the previous step was dissolved in 6 mL of dry THF. To this solution was added potassium carbonate (122 mg, 0.88 mmoles) and phenyl chloroformate (138 mg, 0.88 mmoles) and the reaction stirred overnight at room temperature. The reaction was filtered and concentrated to a yellow oil, and purified using silica gel chromatography with and ethyl acetate/hexane gradient 0-20% over 70 minutes to give phenyl 3-(1,1-difluoroethyl)isoxa... The reactants are C(C=C)NC(=O)C1=CC=2N(C3=CC=CC=C3SC2C=C1)C(CN1CC=CC1)C (N-allyl-10-[1-(2,5-dihydro-1-pyrrolyl)-2-propyl]-2-phenothiazinecarboxamide), CI (methyl iodide). The solvent is CC(=O)C (acetone). Conditions: time 30 minute. Yields the product [I-].C(C=C)NC(=O)C1=CC=2N(C3=CC=CC=C3SC2C=C1)C(C[N+]1(CC=CC1)C)C (1-[2-(2-Allylcarbamoyl-10-pheno-thiazinyl)propyl]-1-methyl-2,5-dihydropyrrolium iodide). RXN SMILES: [CH2:1]([NH:4][C:5]([C:7]1[CH:20]=[CH:19][C:18]2[S:17][C:16]3[C:11](=[CH:12][CH:13]=[CH:14][CH:15]=3)[N:10]([CH:21]([CH3:28])[CH2:22][N:23]3[CH2:27][CH:26]=[CH:25][CH2:24]3)[C:9]=2[CH:8]=1)=[O:6])[CH:2]=[CH2:3].[CH3:29][I:30]>CC(C)=O>[I-:30].[CH2:1]([NH:4][C:5]([C:7]1[CH:20]=[CH:19][C:18]2[S:17][C:16]3[C:11](=[CH:12][CH:13]=[CH:14][CH:15]=3)[N:10]([CH:21]([CH3:28])[CH2:22][N+:23]3([CH3:29])[CH2:27][CH:26]=[CH:25][CH2:24]3)[C:9]=2[CH:8]=1)=[O:6])[CH:2]=[CH2:3] |f:3.4|. Reported procedure: A solution of N-allyl-10-[1-(2,5-dihydro-1-pyrrolyl)-2-propyl]-2-phenothiazinecarboxamide, L series (1.1 g), and methyl iodide (0.4 g) in acetone (10 cc) is stirred for 3 days at a temperature in the region of 20° C. and then concentrated to dryness under reduced pressure (30 mm Hg; 4 kPa) at 45° C. The residue is purified by chromatography on a column (height: 30 cm; diameter: 3 cm) of silica gel (0.04-0.063 mm) under a slight excess pressure of nitrogen (40 kPa), eluting successively with a mi... Reactants: BrCc1cccc(Br)n1, Cc1ccc(C(=O)c2c[nH]c3c(C)ccnc3c2=O)cc1C, CN(C)C=O, [H-], [Na+]. The product is Cc1ccc(C(=O)c2cn(Cc3cccc(Br)n3)c3c(C)ccnc3c2=O)cc1C. Reaction SMILES: [Br:25][c:26]1[n:27][c:28]([CH2:32][Br:33])[cH:29][cH:30][cH:31]1.[CH3:1][c:2]1[cH:3][c:4]([C:5](=[O:6])[c:7]2[cH:8][nH:9][c:10]3[c:11]([CH3:18])[cH:12][cH:13][n:14][c:15]3[c:16]2=[O:17])[cH:19][cH:20][c:21]1[CH3:22].[CH3:34][N:35]([CH3:36])[CH:37]=[O:38].[H-:23].[Na+:24]>>[CH3:1][c:2]1[cH:3][c:4]([C:5](=[O:6])[c:7]2[cH:8][n:9]([CH2:32][c:28]3[n:27][c:26]([Br:25])[cH:31][cH:30][cH:29]3)[c:10]3[c:11]([CH3:18])[cH:12][cH:13][n:14][c:15]3[c:16]2=[O:17])[cH:19][cH:20][c:21]1[CH3:22]. The reactants are NC=1C=CC2=C(B(OC2)O)C1 (6-amino-3H-benzo[c][1,2]oxaborol-1-ol), CN1CCOCC1 (NMM), ClS(=O)(=O)C1=C(C=C(C=C1)NC(C(F)(F)F)=O)CC(=O)OC (methyl 2-(2-(chlorosulfonyl)-5-(2,2,2-trifluoroacetamido) phenyl)acetate). Solvent: C(C)#N (acetonitrile), C(C)#N (acetonitrile). Reaction conditions: time 8 hour. Product: OB1OCC2=C1C=C(C=C2)NS(=O)(=O)C2=C(C=C(C=C2)NC(C(F)(F)F)=O)CC(=O)OC (Methyl 2-(2-(N-(1-hydroxy-1,3-dihydrobenzo[c][1,2]oxaborol-6-yl)sulfamoyl)-5-(2,2,2-trifluoroacetamido)phenyl)acetate). Yield: 65.3%. Reaction SMILES: [NH2:1][C:2]1[CH:3]=[CH:4][C:5]2[CH2:9][O:8][B:7]([OH:10])[C:6]=2[CH:11]=1.CN1CCOCC1.Cl[S:20]([C:23]1[CH:28]=[CH:27][C:26]([NH:29][C:30](=[O:35])[C:31]([F:34])([F:33])[F:32])=[CH:25][C:24]=1[CH2:36][C:37]([O:39][CH3:40])=[O:38])(=[O:22])=[O:21]>C(#N)C>[OH:10][B:7]1[C:6]2[CH:11]=[C:2]([NH:1][S:20]([C:23]3[CH:28]=[CH:27][C:26]([NH:29][C:30](=[O:35])[C:31]([F:32])([F:33])[F:34])=[CH:25][C:24]=3[CH2:36][C:37]([O:39][CH3:40])=[O:38])(=[O:21])=[O:22])[CH:3]=[CH:4][C:5]=2[CH2:9][O:8]1. Procedure details: To a stirred solution of 6-amino-3H-benzo[c][1,2]oxaborol-1-ol (3.5 g, 0.024 mol, 0.9 eq) and NMM (7.9 g, 0.079 mol, 3 eq) in acetonitrile (50 mL) was added a solution of methyl 2-(2-(chlorosulfonyl)-5-(2,2,2-trifluoroacetamido) phenyl)acetate (9.4 g, 0.026 mol) in anhydrous acetonitrile (50 mL) at 0-5° C. Then the mixture was stirred at r.t overnight, the mixture was concentrated and dissolved in DCM and then washed with brine, dried and concentrated, purified by column chromatography (PE:EA 10... RXN SMILES: [C:1]([CH3:3])([CH3:4])([O:5][C:6](=[O:2])[NH:7][CH2:8][CH2:9][N:10]1[CH:11]([CH2:24][c:25]2[cH:26][cH:27][c:28]([F:31])[cH:29][cH:30]2)[c:12]2[cH:13][c:14]([O:22][CH3:23])[c:15]([O:20][CH3:21])[cH:16][c:17]2[CH2:18][CH2:19]1)[CH3:32].[C:34]([n:35]1[cH:36][cH:37][n:38][cH:39]1)([n:40]1[cH:41][cH:42][n:43][cH:44]1)=[O:45].[C:67]([OH:68])(=[O:69])[CH3:70].[CH3:58][Si:59]([N-:60][Si:61]([CH3:62])([CH3:63])[CH3:64])([CH3:65])[CH3:66].[ClH:33].[NH2:46][c:47]1[cH:48][cH:49][n:50][c:51]2[c:56]1[CH2:55][CH2:54][CH2:53][CH2:52]2.[Na+:57].[OH2:71]>>[O:5]=[C:6]([NH:7][CH2:8][CH2:9][N:10]1[CH:11]([CH2:24][c:25]2[cH:26][cH:27][c:28]([F:31])[cH:29][cH:30]2)[c:12]2[cH:13][c:14]([O:22][CH3:23])[c:15]([O:20][CH3:21])[cH:16][c:17]2[CH2:18][CH2:19]1)[NH:46][c:47]1[cH:48][cH:49][n:50][c:51]2[c:56]1[CH2:55][CH2:54][CH2:53][CH2:52]2. Starting materials: COc1cc2c(cc1OC)C(Cc1ccc(F)cc1)N(CCNC(=O)OC(C)(C)C)CC2, O=C(n1ccnc1)n1ccnc1, CC(=O)O, C[Si](C)(C)[N-][Si](C)(C)C, Cl, Nc1ccnc2c1CCCC2, [Na+], O. Yields the product COc1cc2c(cc1OC)C(Cc1ccc(F)cc1)N(CCNC(=O)Nc1ccnc3c1CCCC3)CC2. Reactants: O1C=C(C=C1)CCC1N=C(CCCC1)OC (3,4,5,6-tetrahydro-2-[2-(3-furanyl)ethyl]-7-methoxy-2H-azepine), [Cl-].[NH4+] (ammonium chloride). Product: Cl.O1C=C(C=C1)CCC1CCCCC(N1)=N (7-[2-(3-furanyl)ethyl]hexahydro-2H-azepin-2-imine, monohydrochloride). RXN SMILES: [O:1]1[CH:5]=[CH:4][C:3]([CH2:6][CH2:7][CH:8]2[CH2:14][CH2:13][CH2:12][CH2:11][C:10](OC)=[N:9]2)=[CH:2]1.[Cl-:17].[NH4+:18]>>[ClH:17].[O:1]1[CH:5]=[CH:4][C:3]([CH2:6][CH2:7][CH:8]2[NH:9][C:10](=[NH:18])[CH2:11][CH2:12][CH2:13][CH2:14]2)=[CH:2]1 |f:1.2,3.4|. Reported procedure: The product of Example 171 is reacted with ammonium chloride by the method of Example 5 to generate the title compound.